This data is from the Open Reaction Database (ORD), a public repository of structured organic reaction records. The task is: describe an organic reaction: reactants, conditions, products, and yield Starting materials: C(C1=CC=CC=C1)OC1=CC(=C(C=C1OC)C(C)=O)[N+](=O)[O-] (1-(4-Benzyloxy-5-methoxy-2-nitro-phenyl)-ethanone), [Cl-].[NH4+] (ammonium chloride), C(C)O (ethyl alcohol). The reagents and catalysts are [Zn] (zinc). Solvent: O (water). Yields the product NC1=C(C=C(C(=C1)OCC1=CC=CC=C1)OC)C(C)=O (1-(2-amino-4-benzyloxy-5-methoxy-phenyl)-ethanone). The yield is 86.0%. Reaction SMILES: [CH2:1]([O:8][C:9]1[C:14]([O:15][CH3:16])=[CH:13][C:12]([C:17](=[O:19])[CH3:18])=[C:11]([N+:20]([O-])=O)[CH:10]=1)[C:2]1[CH:7]=[CH:6][CH:5]=[CH:4][CH:3]=1.[Cl-].[NH4+].C(O)C>[Zn].O>[NH2:20][C:11]1[CH:10]=[C:9]([O:8][CH2:1][C:2]2[CH:7]=[CH:6][CH:5]=[CH:4][CH:3]=2)[C:14]([O:15][CH3:16])=[CH:13][C:12]=1[C:17](=[O:19])[CH3:18] |f:1.2|. Procedure: A mixture of 1-(4-Benzyloxy-5-methoxy-2-nitro-phenyl)-ethanone (11.94 g 39.6 mmol), ammonium chloride (13.48 g, 250 mmol), zinc powder (65.39 g, 1000 mmol), ethyl alcohol (720 ml) and water (70 ml) was refluxed until completion (5 hours). The mixture was filtered through celite and washed with hot ethyl alcohol. The filtrate was evaporated in vacuum. The residue was taken up in the mixture of chloroform (200 ml), water (200 ml) and the pH of this mixture was set to 8 by adding sodium hydroxide s...